Dataset: the Open Reaction Database (ORD), a public repository of structured organic reaction records. Task: describe an organic reaction: reactants, conditions, products, and yield Reactants: Nc1c(C(=O)O)cc(O)c2c1C(=O)c1ccccc1C2=O, [Na+], [Na], [OH-], O. Product: Nc1ccc(O)c2c1C(=O)c1ccccc1C2=O. Reaction SMILES: [NH2:1][c:2]1[c:3]([C:19]([OH:20])=[O:21])[cH:4][c:5]([OH:18])[c:6]2[c:15]1[C:14](=[O:16])[c:13]1[c:8]([cH:9][cH:10][cH:11][cH:12]1)[C:7]2=[O:17].[Na+:23].[Na:24].[OH-:22].[OH2:25]>>[NH2:1][c:2]1[cH:3][cH:4][c:5]([OH:18])[c:6]2[c:15]1[C:14](=[O:16])[c:13]1[c:8]([cH:9][cH:10][cH:11][cH:12]1)[C:7]2=[O:17]. Product: CN(C(CC1CCC(CC1)=O)=O)C (N,N-dimethyl-2-(4-oxocyclohexyl)acetamide). Solvent: CC(=O)C (acetone). Reaction SMILES: C1(C)C=CC(S(O)(=O)=O)=CC=1.[CH3:12][N:13]([CH3:27])[C:14](=[O:26])[CH2:15][CH:16]1[CH2:25][CH2:24][C:19]2(OCC[O:20]2)[CH2:18][CH2:17]1>CC(C)=O>[CH3:27][N:13]([CH3:12])[C:14](=[O:26])[CH2:15][CH:16]1[CH2:25][CH2:24][C:19](=[O:20])[CH2:18][CH2:17]1. Starting materials: C1(=CC=C(C=C1)S(=O)(=O)O)C (p-Toluenesulfonic acid), CN(C(CC1CCC2(OCCO2)CC1)=O)C (N,N-dimethyl-2-(1,4-dioxaspiro[4.5]decan-8-yl)acetamide). Yield: 99.2%. Procedure: p-Toluenesulfonic acid (84 mg) is added to a solution of N,N-dimethyl-2-(1,4-dioxaspiro[4.5]decan-8-yl)acetamide (500 mg) in acetone (10 ml) and the mixture is heated under reflux for 3 hours. The solvent is removed under reduced pressure. The residue is dissolved in CH2Cl2 and washed with water. The organic layer is dried (Na2SO4) and filtered, and the solvent is removed under reduced pressure to give N,N-dimethyl-2-(4-oxocyclohexyl)acetamide (400 mg). Starting materials: CCC1CC1(NC(=O)OCC[Si](C)(C)C)C(=O)OC(C)(C)C, CCCC[N+](CCCC)(CCCC)CCCC, C1CCOC1, CCOC(C)=O, [F-]. The product is CCC1CC1(N)C(=O)OC(C)(C)C. Reaction SMILES: [C:1]([CH3:2])([CH3:3])([CH3:4])[O:5][C:6](=[O:7])[C:8]1([NH:13][C:14]([O:15][CH2:16][CH2:17][Si:18]([CH3:19])([CH3:20])[CH3:21])=[O:22])[CH:9]([CH2:11][CH3:12])[CH2:10]1.[CH2:24]([N+:25]([CH2:26][CH2:27][CH2:28][CH3:29])([CH2:30][CH2:31][CH2:32][CH3:33])[CH2:34][CH2:35][CH2:36][CH3:37])[CH2:38][CH2:39][CH3:40].[CH2:41]1[O:42][CH2:43][CH2:44][CH2:45]1.[CH3:46][CH2:47][O:48][C:49](=[O:50])[CH3:51].[F-:23]>>[C:1]([CH3:2])([CH3:3])([CH3:4])[O:5][C:6](=[O:7])[C:8]1([NH2:13])[CH:9]([CH2:11][CH3:12])[CH2:10]1. Reactants: ClC1=C(C=CC=C1)[N+](=O)[O-] (1-chloro-2-nitrobenzene), NCCO (2-aminoethanol). Solvent: C(CCC)O (nBuOH). Yields the product [N+](=O)([O-])C1=C(NCCO)C=CC=C1 (2-(2-Nitroanilino)ethanol). Isolated yield 74.6%. RXN SMILES: Cl[C:2]1[CH:7]=[CH:6][CH:5]=[CH:4][C:3]=1[N+:8]([O-:10])=[O:9].[NH2:11][CH2:12][CH2:13][OH:14]>C(O)CCC>[N+:8]([C:3]1[CH:4]=[CH:5][CH:6]=[CH:7][C:2]=1[NH:11][CH2:12][CH2:13][OH:14])([O-:10])=[O:9]. Procedure: According to the procedure of B. Agai, et al., Tetrahedron, 32, 839, (1976), a solution of 1-chloro-2-nitrobenzene (50.0 g, 0.317 mol) and 2-aminoethanol (116.3 g, 1.904 mol) in nBuOH (400 mL) was heated under reflux for 6 hours. The mixture was concentrated, taken up in H2O, and extracted with ether. The organic phase was washed with brine, dried, and concentrated to give 43.1 g (75%) of an orange solid m.p. 78° C.